Dataset: the Open Reaction Database (ORD), a public repository of structured organic reaction records. Task: describe an organic reaction: reactants, conditions, products, and yield Starting materials: N(=O)[O-].[Na+] (NaNO2), diazonium, NC=1C(=C(C(=O)OC)C=CC1)C (methyl 3-amino-2-methylbenzoate). Run in O (H2O), OS(=O)(=O)O (H2SO4), CC(=O)O (HOAc), OS(=O)(=O)O (H2SO4), O (H2O). Reaction conditions: time 15 minute. The product is OC=1C(=C(C(=O)O)C=CC1)C (3-Hydroxy-2-methylbenzoic acid). The yield is 94.5%. As a reaction SMILES: N[C:2]1[C:3]([CH3:12])=[C:4]([CH:9]=[CH:10][CH:11]=1)[C:5]([O:7]C)=[O:6].N([O-])=[O:14].[Na+]>CC(O)=O.OS(O)(=O)=O.O>[OH:14][C:2]1[C:3]([CH3:12])=[C:4]([CH:9]=[CH:10][CH:11]=1)[C:5]([OH:7])=[O:6] |f:1.2|. Reported procedure: A solution of 20.6 g (0.125 mol) of methyl 3-amino-2-methylbenzoate in 150 mL of HOAc and 25 mL of conc. H2SO4 was cooled in ice and diazotized by the dropwise addition of a solution of 8.7 g (0.125 mol) of NaNO2 in 50 mL of H2O. After stirring for 15 minutes, the diazonium solution was added dropwise to a boiling solution of 200 mL of 50% H2SO4, and the refluxing continued for 15 minutes after the addition was complete. The mixture was diluted with H2O and extracted twice with Et2O. The Et2O wa... The reactants are C(C1=CC=CC=C1)NCC1=CC=CC=C1 (dibenzylamine), C1(CCC(CC1)=O)=O (1,4-cyclohexanedione). Reagents/catalysts: [C].[Pd] (palladium-carbon). Solvent: C(C)O (ethanol). Product: OC1=CC=C(C=C1)N(CC1=CC=CC=C1)CC1=CC=CC=C1 (N-(4-hydroxyphenyl)dibenzylamine). Yield: 57.8%. Reaction SMILES: [CH2:1]([NH:8][CH2:9][C:10]1[CH:15]=[CH:14][CH:13]=[CH:12][CH:11]=1)[C:2]1[CH:7]=[CH:6][CH:5]=[CH:4][CH:3]=1.[C:16]1(=O)[CH2:21][CH2:20][C:19](=[O:22])[CH2:18][CH2:17]1>C(O)C.[C].[Pd]>[OH:22][C:19]1[CH:20]=[CH:21][C:16]([N:8]([CH2:1][C:2]2[CH:7]=[CH:6][CH:5]=[CH:4][CH:3]=2)[CH2:9][C:10]2[CH:15]=[CH:14][CH:13]=[CH:12][CH:11]=2)=[CH:17][CH:18]=1 |f:3.4|. Procedure details: 1.97 g of dibenzylamine, 1.68 g of 1,4-cyclohexanedione and 40 mg of 10% palladium-carbon were heated with stirring in 40 ml of ethanol at 50° C. to 60° C. and reacted for 8 hours under air bubbling. During the reaction, ethanol was added as needed. After the completion of the reaction, the catalyst was removed by filtration and the filtrate was concentrated under reduced pressure. The resultant was purified by silica gel column chromatography (n-hexane:ethyl acetate=30:1) and further separated ... Starting materials: CCOC(=O)CCNC(CO[Si](C)(C)C(C)(C)C)CC(=O)OCC, O=C(Cl)OCc1ccccc1, [Na+], O=C([O-])O, C1COCCO1. Product: CCOC(=O)CCN(C(=O)OCc1ccccc1)C(CO[Si](C)(C)C(C)(C)C)CC(=O)OCC. As a reaction SMILES: [C:1]([CH3:2])([CH3:3])([CH3:4])[Si:5]([O:6][CH2:7][CH:8]([CH2:9][C:10](=[O:11])[O:12][CH2:13][CH3:14])[NH:15][CH2:16][CH2:17][C:18](=[O:19])[O:20][CH2:21][CH3:22])([CH3:23])[CH3:24].[Cl:30][C:31](=[O:32])[O:33][CH2:34][c:35]1[cH:36][cH:37][cH:38][cH:39][cH:40]1.[Na+:29].[O-:25][C:26]([OH:27])=[O:28].[O:41]1[CH2:42][CH2:43][O:44][CH2:45][CH2:46]1>>[C:1]([CH3:2])([CH3:3])([CH3:4])[Si:5]([O:6][CH2:7][CH:8]([CH2:9][C:10](=[O:11])[O:12][CH2:13][CH3:14])[N:15]([CH2:16][CH2:17][C:18](=[O:19])[O:20][CH2:21][CH3:22])[C:31](=[O:32])[O:33][CH2:34][c:35]1[cH:36][cH:37][cH:38][cH:39][cH:40]1)([CH3:23])[CH3:24]. The reactants are COC=1C=CC2=C(N=C(S2)NC2=CC=C(C=C2)OCCCl)C1 (5-methoxy-2-[4-(2-chloroethoxy)anilino]benzothiazole), N1CCCC1 (pyrrolidine). Solvent: COCCO (2-methoxyethanol). The product is COC=1C=CC2=C(N=C(S2)NC2=CC=C(C=C2)OCCN2CCCC2)C1 (5-methoxy-2-[4-(2-pyrrolidin-1-ylethoxy)anilino]benzothiazole). Reaction SMILES: [CH3:1][O:2][C:3]1[CH:4]=[CH:5][C:6]2[S:10][C:9]([NH:11][C:12]3[CH:17]=[CH:16][C:15]([O:18][CH2:19][CH2:20]Cl)=[CH:14][CH:13]=3)=[N:8][C:7]=2[CH:22]=1.[NH:23]1[CH2:27][CH2:26][CH2:25][CH2:24]1>COCCO>[CH3:1][O:2][C:3]1[CH:4]=[CH:5][C:6]2[S:10][C:9]([NH:11][C:12]3[CH:17]=[CH:16][C:15]([O:18][CH2:19][CH2:20][N:23]4[CH2:27][CH2:26][CH2:25][CH2:24]4)=[CH:14][CH:13]=3)=[N:8][C:7]=2[CH:22]=1. Reported procedure: A mixture of 5-methoxy-2-[4-(2-chloroethoxy)anilino]benzothiazole (200 g.), pyrrolidine (144 ml.) and 2-methoxyethanol (1 liter) is boiled under reflux for 16 hours. The mixture is evaporated from the steam bath at reduced pressure and the residue dissolved in approximately 2N hydrochloric acid. The solution is washed with ethyl acetate, basified with 40% sodium hydroxide solution and extracted with chloroform. The chloroform is washed with water, dried over magnesium sulphate and passed through... The reactants are FC1=C(C(=O)OC)C=CC(=C1)C(=O)OC (dimethyl 2-fluoroterephthalate), [N+](=O)(O)[O-] (nitric acid). Run in S(O)(O)(=O)=O (sulfuric acid), S(O)(O)(=O)=O (sulfuric acid). Conditions: temperature 0 celsius, time 15 minute. The product is COC(C1=C(C=C(C(=O)OC)C(=C1)[N+](=O)[O-])F)=O (2-Fluoro-5-nitro-terephthalic acid dimethyl ester). The yield is 95.0%. As a reaction SMILES: [F:1][C:2]1[CH:11]=[C:10]([C:12]([O:14][CH3:15])=[O:13])[CH:9]=[CH:8][C:3]=1[C:4]([O:6][CH3:7])=[O:5].[N+:16]([O-])([OH:18])=[O:17]>S(=O)(=O)(O)O>[CH3:7][O:6][C:4](=[O:5])[C:3]1[CH:8]=[C:9]([N+:16]([O-:18])=[O:17])[C:10]([C:12]([O:14][CH3:15])=[O:13])=[CH:11][C:2]=1[F:1]. Procedure: To a mixture of dimethyl 2-fluoroterephthalate (42.0 g, 0.198 mol) in concentrated sulfuric acid (200 mL) at 0° C. was added 36 mL of a 1:1 mixture of nitric acid and sulfuric acid dropwise. The mixture was stirred at 0° C. for 15 min., the ice-bath was removed, and the reaction mixture was stirred for an additional 45 min. HPLC indicated that the starting material had been consumed. The reaction mixture was poured over ice and extracted with EtOAc. The organic layer was collected, washed with b...